From a dataset of the Open Reaction Database (ORD), a public repository of structured organic reaction records. describe an organic reaction: reactants, conditions, products, and yield Reactants: CC=1C(=CC2=C(OCO2)C1)C(CC)O (1-(6-methyl-1,3-benzodioxol-5-yl)-1-propanol), SCC(=O)O (mercaptoacetic acid). Reagents/catalysts: C1(=CC=C(C=C1)S(=O)(=O)O)C (p-toluenesulfonic acid). Run in C1=CC=CC=C1 (benzene). Product: CC=1C(=CC2=C(OCO2)C1)C(CC)SCC(=O)O ([{1-(6-Methyl-1,3-benzodioxol-5-yl)propyl}thio]acetic acid). Yield: 90.2%. RXN SMILES: [CH3:1][C:2]1[C:3]([CH:11](O)[CH2:12][CH3:13])=[CH:4][C:5]2[O:9][CH2:8][O:7][C:6]=2[CH:10]=1.[SH:15][CH2:16][C:17]([OH:19])=[O:18]>C1C=CC=CC=1.C1(C)C=CC(S(O)(=O)=O)=CC=1>[CH3:1][C:2]1[C:3]([CH:11]([S:15][CH2:16][C:17]([OH:19])=[O:18])[CH2:12][CH3:13])=[CH:4][C:5]2[O:9][CH2:8][O:7][C:6]=2[CH:10]=1. Reported procedure: 2.27 g of 1-(6-methyl-1,3-benzodioxol-5-yl)-1-propanol, 0.1 g of p-toluenesulfonic acid and 1.52 g of mercaptoacetic acid were dissolved in 80 ml of benzene to obtain a solution. This solution was heated under reflux for 12 hours, while removing generated water. The reaction mixture was poured into water. The aqueous layer was basified and washed with ether. The aqueous layer was acidified and extracted with chloroform. The organic layer was washed with water, dried over magnesium sulfate and co... As a reaction SMILES: [Cl-].[Al+3].[Cl-].[Cl-].[CH3:5][C:6]1[O:10][N:9]=[CH:8][C:7]=1[C:11](Cl)=[O:12].[CH3:14][O:15][C:16]1[CH:21]=[CH:20][CH:19]=[CH:18][CH:17]=1>>[CH3:14][O:15][C:16]1[CH:21]=[CH:20][C:19]([C:11]([C:7]2[CH:8]=[N:9][O:10][C:6]=2[CH3:5])=[O:12])=[CH:18][CH:17]=1 |f:0.1.2.3|. Reaction conditions: time 16 hour. Starting materials: [Cl-].[Al+3].[Cl-].[Cl-] (aluminium chloride), CC1=C(C=NO1)C(=O)Cl (5-methylisoxazole-4-carbonyl chloride), COC1=CC=CC=C1 (methoxybenzene). Reported procedure: A mixture of aluminium chloride (10 g) and 5-methylisoxazole-4-carbonyl chloride (2.7 g) in methoxybenzene (50 ml) was stirred at room temperature for 16 hours. The mixture was quenched with excess ice and extracted with ether (3×200 ml). The combined organic layers were washed with water (3×500 ml), dried (anhydrous magnesium sulphate) and filtered. The filtrate was evaporated to dryness. The residue was purified by chromatography on silica eluted with a mixture of ethyl acetate and cyclohexane... The product is COC1=CC=C(C(=O)C=2C=NOC2C)C=C1 (4-(4-methoxybenzoyl)-5-methylisoxazole). Reactants: C=O, O=C(Nc1ccc(Cl)cc1)c1cccn(C2CCc3c2cccc3N2CCNCC2)c1=O, ClCCCl, ClCCl. The product is CN1CCN(c2cccc3c2CCC3n2cccc(C(=O)Nc3ccc(Cl)cc3)c2=O)CC1. RXN SMILES: [CH2:33]=[O:34].[Cl:1][c:2]1[cH:3][cH:4][c:5]([NH:8][C:9](=[O:10])[c:11]2[c:12](=[O:32])[n:13]([CH:17]3[CH2:18][CH2:19][c:20]4[c:21]([N:26]5[CH2:27][CH2:28][NH:29][CH2:30][CH2:31]5)[cH:22][cH:23][cH:24][c:25]43)[cH:14][cH:15][cH:16]2)[cH:6][cH:7]1.[Cl:35][CH2:36][CH2:37][Cl:38].[Cl:39][CH2:40][Cl:41]>>[Cl:1][c:2]1[cH:3][cH:4][c:5]([NH:8][C:9](=[O:10])[c:11]2[c:12](=[O:32])[n:13]([CH:17]3[CH2:18][CH2:19][c:20]4[c:21]([N:26]5[CH2:27][CH2:28][N:29]([CH3:33])[CH2:30][CH2:31]5)[cH:22][cH:23][cH:24][c:25]43)[cH:14][cH:15][cH:16]2)[cH:6][cH:7]1. Reactants: C(C1=CC=CC=C1)OC1=C2C=C(N(C2=CC=C1)C)C(=O)O (4-benzyloxy-1-methyl-1H-indole-2-carboxylic acid), ClC1=CC=C(N)C=C1 (4-chloroaniline). Yields the product ClC1=CC=C(C=C1)NC(=O)C=1N(C2=CC=CC(=C2C1)O)C (N-(4-Chlorophenyl) 4-hydroxy-1-methyl-1H-indole-2-carboxamide). As a reaction SMILES: C([O:8][C:9]1[CH:17]=[CH:16][CH:15]=[C:14]2[C:10]=1[CH:11]=[C:12]([C:19]([OH:21])=O)[N:13]2[CH3:18])C1C=CC=CC=1.[Cl:22][C:23]1[CH:29]=[CH:28][C:26]([NH2:27])=[CH:25][CH:24]=1>>[Cl:22][C:23]1[CH:29]=[CH:28][C:26]([NH:27][C:19]([C:12]2[N:13]([CH3:18])[C:14]3[C:10]([CH:11]=2)=[C:9]([OH:8])[CH:17]=[CH:16][CH:15]=3)=[O:21])=[CH:25][CH:24]=1. Procedure details: From 4-benzyloxy-1-methyl-1H-indole-2-carboxylic acid and 4-chloroaniline the title compound was prepared by a method analogous to that described in Example 11. MS ES (M++H)=301 and 303. The reactants are C1=CC=C(C=C1)P(C2=CC=CC=C2)C3=CC=CC=C3 (Ph3P), [Li]CCCC (n-BuLi), C(=O)(OC(C)(C)C)N1CC2=C3C(=C4C(=C2C[C@@H]1CO)C=C(C(=C4)OC)OC)C=C(C=C3)OC ((R)—N-Boc-(6,7,10-trimethoxy-1,2,3,4-tetrahydrodibenzo[f,h]isoquinolin-3-yl)methanol), [NH4+].[Cl-] (NH4Cl). The solvent is C1CCOC1 (THF), C1CCOC1 (THF). Conditions: time 2 hour. Yields the product C(C)(C)(C)OC(=O)N1CC2=C3C(=C4C(=C2C[C@H]1C=C)C=C(C(=C4)OC)OC)C=C(C=C3)OC ((S)-tert-Butyl-6,7,10-trimethoxy-3-vinyl-3,4-dihydrodibenzo[f,h]isoquinoline-2(1H)-carboxylate). The yield is 76.0%. Reaction SMILES: [CH:1]1C=CC(P(C2C=CC=CC=2)C2C=CC=CC=2)=CC=1.[Li]CCCC.[C:25]([N:32]1[C@@H:41]([CH2:42]O)[CH2:40][C:39]2[C:34](=[C:35]3[CH:55]=[CH:54][C:53]([O:56][CH3:57])=[CH:52][C:36]3=[C:37]3[CH:47]=[C:46]([O:48][CH3:49])[C:45]([O:50][CH3:51])=[CH:44][C:38]3=2)[CH2:33]1)([O:27][C:28]([CH3:31])([CH3:30])[CH3:29])=[O:26].[NH4+].[Cl-]>C1COCC1>[C:28]([O:27][C:25]([N:32]1[C@H:41]([CH:42]=[CH2:1])[CH2:40][C:39]2[C:34](=[C:35]3[CH:55]=[CH:54][C:53]([O:56][CH3:57])=[CH:52][C:36]3=[C:37]3[CH:47]=[C:46]([O:48][CH3:49])[C:45]([O:50][CH3:51])=[CH:44][C:38]3=2)[CH2:33]1)=[O:26])([CH3:30])([CH3:29])[CH3:31] |f:3.4|. Reported procedure: To a solution of Ph3P═CH2Br (1.43 g, 4 mmol) in THF was added n-BuLi (2M in heptanes, 1.95 mL) at 0° C. under N2. The mixture was stirred for 0.5 h before compound 8 (906 mg, 2 mmol) in THF (20 mL) was added dropwise. The mixture was then stirred for 2 h (monitored by TLC). Sat. NH4Cl was added to quench the reaction and THF was removed by evaporation. The residue was dissolved in CH2Cl2 (50 mL), washed with sat. NaHCO3 and brine, and dried over MgSO4. Column chromatography eluting with EtOAc/He... Starting materials: CC(C)O, ClCCl, Cl, O=C1Cc2cc(CCN3CCN(c4nsc5ccccc45)CC3)c(Cl)cc2N1. Yields the product Cl, O=C1Cc2cc(CCN3CCN(c4nsc5ccccc45)CC3)c(Cl)cc2N1. RXN SMILES: [CH:33]([OH:34])([CH3:35])[CH3:36].[Cl:29][CH2:30][Cl:31].[ClH:32].[s:1]1[n:2][c:3]([N:10]2[CH2:11][CH2:12][N:13]([CH2:16][CH2:17][c:18]3[cH:19][c:20]4[c:24]([cH:25][c:26]3[Cl:27])[NH:23][C:22](=[O:28])[CH2:21]4)[CH2:14][CH2:15]2)[c:4]2[c:5]1[cH:6][cH:7][cH:8][cH:9]2>>[ClH:29].[s:1]1[n:2][c:3]([N:10]2[CH2:11][CH2:12][N:13]([CH2:16][CH2:17][c:18]3[cH:19][c:20]4[c:24]([cH:25][c:26]3[Cl:27])[NH:23][C:22](=[O:28])[CH2:21]4)[CH2:14][CH2:15]2)[c:4]2[c:5]1[cH:6][cH:7][cH:8][cH:9]2. The reactants are C1CCOC1, COc1cc(C=O)cc2c1OCOC2, Cc1nc(-c2ccc(N)cc2)no1, C[Si](C)(C)C#N. Product: COc1cc(C(C#N)Nc2ccc(-c3noc(C)n3)cc2)cc2c1OCOC2. Reaction SMILES: [CH2:34]1[O:35][CH2:36][CH2:37][CH2:38]1.[CH3:14][O:15][c:16]1[cH:17][c:18]([CH:26]=[O:27])[cH:19][c:20]2[c:25]1[O:24][CH2:23][O:22][CH2:21]2.[CH3:1][c:2]1[n:3][c:4](-[c:7]2[cH:8][cH:9][c:10]([NH2:13])[cH:11][cH:12]2)[n:5][o:6]1.[CH3:28][Si:29]([CH3:30])([CH3:31])[C:32]#[N:33]>>[CH3:1][c:2]1[n:3][c:4](-[c:7]2[cH:8][cH:9][c:10]([NH:13][CH:26]([c:18]3[cH:17][c:16]([O:15][CH3:14])[c:25]4[c:20]([cH:19]3)[CH2:21][O:22][CH2:23][O:24]4)[C:32]#[N:33])[cH:11][cH:12]2)[n:5][o:6]1. Starting materials: C([C@@H]([C@H]([C@@H](C(=O)C(=O)O)O)O)O)O (2-keto-L-gulonic acid), Cl (hydrochloric acid). Yields the product O=C1C(O)=C(O)[C@H](O1)[C@@H](O)CO (L-ascorbic acid). Yield: 87.0%. RXN SMILES: [CH2:1]([OH:13])[C@H:2]([OH:12])[C@@H:3](O)[C@H:4]([OH:10])[C:5]([C:7]([OH:9])=[O:8])=[O:6].Cl>>[O:8]=[C:7]1[O:9][C@H:3]([C@H:2]([CH2:1][OH:13])[OH:12])[C:4]([OH:10])=[C:5]1[OH:6]. Procedure details: The reaction of 2-keto-L-gulonic acid with 36% hydrochloric acid is described, for example, in DE 29 39 052. After reaction at 100° C. and after removal of the hydrochloric acid by distillation, a yield of 87% of theory of L-ascorbic acid is obtained. The disadvantage of the process, however, is the rapid decomposition of the ascorbic acid at 100° C., so that an increased formation of by-products and an intense black coloration of the solution occurs. On account of the large amount of by-product... Reactants: CCc1cc(-c2ccc(S(=O)(=O)Cl)s2)c(C)[nH]c1=O, NC1CCN(CC2CCCCC2)CC1. Yields the product CCc1cc(-c2ccc(S(=O)(=O)NC3CCN(CC4CCCCC4)CC3)s2)c(C)[nH]c1=O, Cl. RXN SMILES: [CH2:1]([CH3:2])[c:3]1[cH:4][c:5](-[c:11]2[cH:12][cH:13][c:14]([S:16](=[O:17])(=[O:18])[Cl:19])[s:15]2)[c:6]([CH3:10])[nH:7][c:8]1=[O:9].[CH:20]1([CH2:26][N:27]2[CH2:28][CH2:29][CH:30]([NH2:33])[CH2:31][CH2:32]2)[CH2:21][CH2:22][CH2:23][CH2:24][CH2:25]1>>[CH2:1]([CH3:2])[c:3]1[cH:4][c:5](-[c:11]2[cH:12][cH:13][c:14]([S:16](=[O:17])(=[O:18])[NH:33][CH:30]3[CH2:29][CH2:28][N:27]([CH2:26][CH:20]4[CH2:21][CH2:22][CH2:23][CH2:24][CH2:25]4)[CH2:32][CH2:31]3)[s:15]2)[c:6]([CH3:10])[nH:7][c:8]1=[O:9].[ClH:19]. Reactants: [OH-].[Na+] (sodium hydroxide), resultant mixture, COC(=O)C1=CC=C(C=C1)S(=O)(=O)N1CCN(CC1)C(=O)OC(C)(C)C (t-butyl 4-(4-methoxycarbonylbenzenesulfonyl)-piperazine-1-carboxylate). Run in C1CCOC1 (THF), CO (methanol). Reaction conditions: temperature 60 celsius, time 8 hour. Product: C(=O)(O)C1=CC=C(C=C1)S(=O)(=O)N1CCN(CC1)C(=O)OC(C)(C)C (t-butyl 4-(4-carboxybenzenesulfonyl)piperazine-1-carboxylate). Reaction SMILES: C[O:2][C:3]([C:5]1[CH:10]=[CH:9][C:8]([S:11]([N:14]2[CH2:19][CH2:18][N:17]([C:20]([O:22][C:23]([CH3:26])([CH3:25])[CH3:24])=[O:21])[CH2:16][CH2:15]2)(=[O:13])=[O:12])=[CH:7][CH:6]=1)=[O:4].[OH-].[Na+]>CO.C1COCC1>[C:3]([C:5]1[CH:6]=[CH:7][C:8]([S:11]([N:14]2[CH2:15][CH2:16][N:17]([C:20]([O:22][C:23]([CH3:26])([CH3:25])[CH3:24])=[O:21])[CH2:18][CH2:19]2)(=[O:13])=[O:12])=[CH:9][CH:10]=1)([OH:4])=[O:2] |f:1.2|. Reported procedure: 4.30 g (11.2 mmol) of t-butyl 4-(4-methoxycarbonylbenzenesulfonyl)-piperazine-1-carboxylate was stirred in 15 ml of methanol and 15 ml of THF. 17 ml of 1 N aqueous sodium hydroxide solution was added to the resultant mixture, and they were stirred at 60° C. overnight. The reaction liquid was evaporated under reduced pressure, and 1 N hydrochloric acid was added to the residue. After the treatment with ethyl acetate as the extractant in an ordinary manner, the title compound was obtained.